This data is from the Open Reaction Database (ORD), a public repository of structured organic reaction records. The task is: describe an organic reaction: reactants, conditions, products, and yield Reactants: C(C)(C)(C)OC(=O)N1[C@@H](CCC1)COC(C(F)(F)F)(C(F)(F)F)C1=CC(=CC=C1)NC(=O)C=1C(=NC=CC1)F ((S)-2-(2,2,2-trifluoro-1-{3-[(2-fluoro-pyridine-3-carbonyl)-amino]-phenyl}-1-trifluoromethyl-ethoxymethyl)-pyrrolidine-1-carboxylic acid tert-butyl ester), Cl.Cl.N1C=CC=2C1=NC=CC2CN (C-(1H-pyrrolo[2,3-b]pyridin-4-yl)-methylamine dihydrochloride). The product is N1C=CC=2C1=NC=CC2CNC2=C(C(=O)NC1=CC(=CC=C1)C(C(F)(F)F)(C(F)(F)F)OC[C@H]1NCCC1)C=CC=N2 ((S)-2-((1H-pyrrolo[2,3-b]pyridin-4-yl)methylamino)-N-(3-(1,1,1,3,3,3-hexafluoro-2-(pyrrolidin-2-ylmethoxy)propan-2-yl)phenyl)nicotinamide). Reaction SMILES: C(OC([N:8]1[CH2:12][CH2:11][CH2:10][C@H:9]1[CH2:13][O:14][C:15]([C:24]1[CH:29]=[CH:28][CH:27]=[C:26]([NH:30][C:31]([C:33]2[C:34](F)=[N:35][CH:36]=[CH:37][CH:38]=2)=[O:32])[CH:25]=1)([C:20]([F:23])([F:22])[F:21])[C:16]([F:19])([F:18])[F:17])=O)(C)(C)C.Cl.Cl.[NH:42]1[C:46]2=[N:47][CH:48]=[CH:49][C:50]([CH2:51][NH2:52])=[C:45]2[CH:44]=[CH:43]1>>[NH:42]1[C:46]2=[N:47][CH:48]=[CH:49][C:50]([CH2:51][NH:52][C:34]3[N:35]=[CH:36][CH:37]=[CH:38][C:33]=3[C:31]([NH:30][C:26]3[CH:27]=[CH:28][CH:29]=[C:24]([C:15]([O:14][CH2:13][C@@H:9]4[CH2:10][CH2:11][CH2:12][NH:8]4)([C:16]([F:18])([F:19])[F:17])[C:20]([F:22])([F:23])[F:21])[CH:25]=3)=[O:32])=[C:45]2[CH:44]=[CH:43]1 |f:1.2.3|. Reported procedure: The titled compound was prepared from (S)-2-(2,2,2-trifluoro-1-{3-[(2-fluoro-pyridine-3-carbonyl)-amino]-phenyl}-1-trifluoromethyl-ethoxymethyl)-pyrrolidine-1-carboxylic acid tert-butyl ester and C-(1H-pyrrolo[2,3-b]pyridin-4-yl)-methylamine dihydrochloride by the method described in Example 1. MS (ES+): 593 (M+H). Calc'd. for C28H26F6N6O2—592.54. Reactants: S(=O)(Cl)Cl (thionyl chloride), [N+](=O)([O-])C=1C=CC2=C(C(=NS2)C(=O)O)C1 (5-nitro-1,2-benzisothiazole-3-carboxylic acid), S(=O)(Cl)Cl (thionyl chloride). The solvent is C(CCl)Cl (ethylene dichloride). Conditions: temperature 70 celsius, time 2.5 hour. Yields the product [N+](=O)([O-])C=1C=CC2=C(C(=NS2)C(=O)Cl)C1 (5-Nitro-1,2-benzisothiazole-3-carboxylic acid chloride). As a reaction SMILES: [N+:1]([C:4]1[CH:5]=[CH:6][C:7]2[S:11][N:10]=[C:9]([C:12](O)=[O:13])[C:8]=2[CH:15]=1)([O-:3])=[O:2].S(Cl)([Cl:18])=O>C(Cl)CCl>[N+:1]([C:4]1[CH:5]=[CH:6][C:7]2[S:11][N:10]=[C:9]([C:12]([Cl:18])=[O:13])[C:8]=2[CH:15]=1)([O-:3])=[O:2]. Reported procedure: To a stirred mixture of 5-nitro-1,2-benzisothiazole-3-carboxylic acid (5.5 g, 0.0246 mole) and ethylene dichloride (55 ml) is added thionyl chloride (2.92 g, 1.63 ml, 1.0 eq.), and the reaction mixture heated to 70° C. An additional portion of thionyl chloride (1.46 g, 0.82 ml, 0.5 eq) is added and heating at 70° C. continued for 2.5 hours. The cooled solution is concentrated in vacuo to afford the title compound which is identified by NMR and IR analysis, and used without further purification. Reactants: CO, O=[N+]([O-])c1ccccc1NCCN1CCC(Cc2nc3ccccc3n2Cc2ccc(F)cc2)CC1, [H][H], c1ccsc1. Product: Nc1ccccc1NCCN1CCC(Cc2nc3ccccc3n2Cc2ccc(F)cc2)CC1. Reaction SMILES: [CH3:44][OH:45].[F:1][c:2]1[cH:3][cH:4][c:5]([CH2:8][n:9]2[c:10]([CH2:18][CH:19]3[CH2:20][CH2:21][N:22]([CH2:25][CH2:26][NH:27][c:28]4[c:29]([N+:34]([O-:35])=[O:36])[cH:30][cH:31][cH:32][cH:33]4)[CH2:23][CH2:24]3)[n:11][c:12]3[c:13]2[cH:14][cH:15][cH:16][cH:17]3)[cH:6][cH:7]1.[H:42][H:43].[cH:37]1[cH:38][s:39][cH:40][cH:41]1>>[F:1][c:2]1[cH:3][cH:4][c:5]([CH2:8][n:9]2[c:10]([CH2:18][CH:19]3[CH2:20][CH2:21][N:22]([CH2:25][CH2:26][NH:27][c:28]4[c:29]([NH2:34])[cH:30][cH:31][cH:32][cH:33]4)[CH2:23][CH2:24]3)[n:11][c:12]3[c:13]2[cH:14][cH:15][cH:16][cH:17]3)[cH:6][cH:7]1. Reactants: P(=O)(Cl)(Cl)Cl (phosphorus oxychloride), C(C)(=O)NCCC=1SC=CC1 (2-acetylaminoethylthiophene), [OH-].[Na+] (NaOH), ice. The solvent is C1=CC=CC=C1 (benzene), C1=CC=CC=C1 (benzene). The product is CC1=NCCC2=C1C=CS2 (4-methyl-6, 7-dihydrothieno[3, 2-c]pyridine). Reaction SMILES: [C:1]([NH:4][CH2:5][CH2:6][C:7]1[S:8][CH:9]=[CH:10][CH:11]=1)(=O)[CH3:2].P(Cl)(Cl)(Cl)=O.[OH-].[Na+]>C1C=CC=CC=1>[CH3:2][C:1]1[C:11]2[CH:10]=[CH:9][S:8][C:7]=2[CH2:6][CH2:5][N:4]=1 |f:2.3|. Procedure: To 5.70 g (0.0337 mol) of 2-acetylaminoethylthiophene (f-l) was added 157 ml of dry benzene; and while being refluxed, a mixture of 13.80 g (0.09 mol) of phosphorus oxychloride and 63 ml of dry benzene was added dropwise to the solution. After being refluxed for 2 hr., the mixture was cooled with ice, and the reaction solution was poured into 315 g of ice. Under ice-cooling, the mixture was adjusted to pH 10 or more with 48% aqueous NaOH, and the solution was extracted with ether. After being wa... Starting materials: C1(=CC=CC=C1)P1(CCCC1)=O (1-phenylphospholane-1-oxide), C=O (paraformaldehyde), trans-1-phenyl-2-phospholanemethanol-1-oxide, C1(=CC=CC=C1)C (toluene), C1(=CC=CC=C1)C (toluene), C1(=CC=CC=C1)P1(CCCC1)=O (1-phenylphospholane-1-oxide), cis-1-phenyl-2-phospholanemethanol-1-oxide. The solvent is C1CCOC1 (THF). Run at temperature -20 celsius, time 5 minute. Yields the product C1(=CC=CC=C1)P1(C(CCC1)CO)=O (1-Phenyl-2-phospholanemethanol-1-oxide). RXN SMILES: [C:1]1([P:7]2(=[O:12])[CH2:11][CH2:10][CH2:9][CH2:8]2)[CH:6]=[CH:5][CH:4]=[CH:3][CH:2]=1.[CH2:13]=[O:14].C1(C)C=CC=CC=1>C1COCC1>[C:1]1([P:7]2(=[O:12])[CH2:8][CH2:9][CH2:10][CH:11]2[CH2:13][OH:14])[CH:2]=[CH:3][CH:4]=[CH:5][CH:6]=1. Procedure details: In a 1 l round bottom 2-neck flask charged a with a magnetic stirring bar, 23.4 g 1-phenylphospholane-1-oxide (0.11 mol) was dissolved in 300 ml freshly distilled THF, and 10.4 g dry paraformaldehyde was added. The reaction flask was flushed with argon and cooled to −20° C. Subsequently 100 ml phenyllithium solution in cyclohexane/diethylether 7:3 (1.8M) was added in one portion. The resulting mixture was stirred until the temperature reached +10° C. and additionally 5 minutes at that temperatur... Starting materials: C(C(=O)Cl)(=O)Cl (oxalyl chloride), ClC(=C(C(=O)N)Cl)Cl (trichloroacrylamide). Solvent: ClC(C)Cl (dichloroethane). Run at temperature 2 celsius, time 1 hour. Yields the product ClC(C(=O)N=C=O)=C(Cl)Cl (trichloroacryloyl-isocyanate). As a reaction SMILES: C(Cl)(=O)[C:2](Cl)=[O:3].[Cl:7][C:8]([Cl:14])=[C:9]([Cl:13])[C:10]([NH2:12])=[O:11]>ClC(Cl)C>[Cl:13][C:9](=[C:8]([Cl:14])[Cl:7])[C:10]([N:12]=[C:2]=[O:3])=[O:11]. Reported procedure: 260 ml of oxalyl chloride were added to 225 g of trichloroacrylamide in 525 ml of dichloroethane cooled to 2°C and the mixture was held at 0°C for 1 hour and then refluxed for 16 hours. The resulting solution was evaporated under reduced pressure and the residue was distilled to obtain 232 g of trichloroacryloyl-isocyanate boiling at 86°C under 20 mm Hg and having a refractive index nD23 = 1.538.